Task: describe an organic reaction: reactants, conditions, products, and yield. Dataset: the Open Reaction Database (ORD), a public repository of structured organic reaction records Starting materials: C1CCOC1, C[Si](C)(C)[N-][Si](C)(C)C, CI, [Li+], COC(=O)C(CN=C(c1ccccc1)c1ccccc1)c1ccccc1. Yields the product COC(=O)C(C)(CN=C(c1ccccc1)c1ccccc1)c1ccccc1. As a reaction SMILES: [CH2:39]1[O:40][CH2:41][CH2:42][CH2:43]1.[CH3:2][Si:3]([N-:4][Si:5]([CH3:6])([CH3:7])[CH3:8])([CH3:9])[CH3:10].[CH3:37][I:38].[Li+:1].[c:11]1([C:17]([c:18]2[cH:19][cH:20][cH:21][cH:22][cH:23]2)=[N:24][CH2:25][CH:26]([C:27](=[O:28])[O:29][CH3:30])[c:31]2[cH:32][cH:33][cH:34][cH:35][cH:36]2)[cH:12][cH:13][cH:14][cH:15][cH:16]1>>[c:11]1([C:17]([c:18]2[cH:19][cH:20][cH:21][cH:22][cH:23]2)=[N:24][CH2:25][C:26]([C:27](=[O:28])[O:29][CH3:30])([c:31]2[cH:32][cH:33][cH:34][cH:35][cH:36]2)[CH3:37])[cH:12][cH:13][cH:14][cH:15][cH:16]1. Reactants: FC=1C(=C(C(=O)NN)C=CC1F)NC1=C(C=C(C=C1)I)C (3,4-Difluoro-2-(4-iodo-2-methyl-phenylamino)-benzoic acid hydrazide), C(OCC)(OCC)OCC (HC(OEt)3), CC=1C=CC(=CC1)S(=O)(=O)O (pTsOH). The solvent is CCO (EtOH). Product: FC1=C(C(=CC=C1F)C=1OC=NN1)NC1=C(C=C(C=C1)I)C ((2,3-difluoro-6-[1,3,4]oxadiazol-2-yl-phenyl)-(4-iodo-2-methyl-phenyl)-amine). The yield is 79.0%. As a reaction SMILES: [F:1][C:2]1[C:3]([NH:13][C:14]2[CH:19]=[CH:18][C:17]([I:20])=[CH:16][C:15]=2[CH3:21])=[C:4]([CH:9]=[CH:10][C:11]=1[F:12])[C:5]([NH:7][NH2:8])=[O:6].[CH:22](OCC)(OCC)OCC.CC1C=CC(S(O)(=O)=O)=CC=1>CCO>[F:1][C:2]1[C:11]([F:12])=[CH:10][CH:9]=[C:4]([C:5]2[O:6][CH:22]=[N:8][N:7]=2)[C:3]=1[NH:13][C:14]1[CH:19]=[CH:18][C:17]([I:20])=[CH:16][C:15]=1[CH3:21]. Procedure details: 3,4-Difluoro-2-(4-iodo-2-methyl-phenylamino)-benzoic acid hydrazide (146 mg, 0.36 mmol) was suspended in 7 mL of absolute EtOH and 2 mL of HC(OEt)3 was added along with approximately 3 mg of pTsOH> The reaction was heated to reflux for 3 h, cooled and concentration on a rotary evaporator. The reaction was purified (SiO2, 4:1 Hexane/EtOAc) to afford 117 mg (79%) of (2,3-difluoro-6-[1,3,4]oxadiazol-2-yl-phenyl)-(4-iodo-2-methyl-phenyl)-amine as a yellow powder. M.p. =144.4-145.5° C. 1H NMR (400 MH... Starting materials: [Li]CCCC.CC(C)C[AlH]CC(C)C (BuLi DiBAH), C=CCCCC (hexene), [Nd] (neodymium), known complex, [Me2Si(Me3SiC5H3)2]NdCl, [Nd].[Li]CCCC.CC(C)C[AlH]CC(C)C (neodymium BuLi DiBAH). The solvent is C1(=CC=CC=C1)C (toluene). The product is C=C.C=CC=C.C=CCCCC (Ethylene/Butadiene Hexene). RXN SMILES: [CH2:1]=[CH:2][CH2:3][CH2:4][CH2:5][CH3:6].[Nd].[Li][CH2:9][CH2:10][CH2:11][CH3:12].CC(C[AlH]CC(C)C)C.[Nd].[Li]CCCC.CC(C[AlH]CC(C)C)C>C1(C)C=CC=CC=1>[CH2:1]=[CH2:2].[CH2:9]=[CH:10][CH:11]=[CH2:12].[CH2:1]=[CH:2][CH2:3][CH2:4][CH2:5][CH3:6] |f:2.3,4.5.6,8.9.10|. Reported procedure: A solution composed of 10 ml of toluene, 100 ml of hexene, 33 mg of this known complex of the formula [Me2Si(Me3SiC5H3)2]NdCl and 20 molar equivalents relative to the neodymium of co-catalyst consisting of a “BuLi/DiBAH” mixture with neodymium/BuLi/DiBAH=1/10/10, then a quantity of a butadiene/ethylene mixture (containing 20 mol % of butadiene), so as to obtain a total pressure in the reactor of P=4 bar when the temperature T was 80° C. were introduced in succession into the reactor under an arg... Reactants: OC1(C(C2=CC=CC(=C2C1=O)[N+](=O)[O-])=O)O (2,2-dihydoxy-4-nitro-2H-inden-1,3-dione), C(C)(C)C1=C(C=CC=C1)OC (isopropyl anisole), C(=O)(C(F)(F)F)O (TFA). Conditions: temperature 60 celsius, time 6 hour. Product: OC1(C(C2=CC=CC(=C2C1=O)[N+](=O)[O-])=O)C1=C(C=C(C=C1)C(C)C)OC (2-Hydroxy-2-(4-isopropyl-2-methoxyphenyl)-4-nitro-2H-inden-1,3-dione). Yield: 16.0%. Reaction SMILES: O[C:2]1([OH:16])[C:10](=[O:11])[C:9]2[C:4](=[CH:5][CH:6]=[CH:7][C:8]=2[N+:12]([O-:14])=[O:13])[C:3]1=[O:15].[CH:17]([C:20]1[CH:25]=[CH:24][CH:23]=[CH:22][C:21]=1OC)([CH3:19])[CH3:18].[C:28](O)(C(F)(F)F)=[O:29]>>[OH:16][C:2]1([C:23]2[CH:22]=[CH:21][C:20]([CH:17]([CH3:18])[CH3:19])=[CH:25][C:24]=2[O:29][CH3:28])[C:10](=[O:11])[C:9]2[C:4](=[CH:5][CH:6]=[CH:7][C:8]=2[N+:12]([O-:14])=[O:13])[C:3]1=[O:15]. Reported procedure: A solution of 4-nitro-2,3-dihydro-1H-inden-1-one (4.00 g, 20.9 mmol) in 1,4-dioxane (40 ml) and glacial acetic acid (4 ml) was added with selenium dioxide (5.10 g, 46.03 mmol), and refluxed for 3 hrs. After filtration at high temperature, the filtrate was concentrated to afford 2,2-dihydroxy-4-nitro-2H-inden-1,3-dione (4.67 g, 100%). To a solution of 2,2-dihydoxy-4-nitro-2H-inden-1,3-dione (4.67 g, 20.9 mmol) in TFA (10 ml) was added isopropyl anisole (3.14 g, 20.9 mmol), followed by stirring at... The reactants are C(C)OC(NN=CC=1N=C(NC1C)C(C)(C)C)=O (3-[(2-tert-butyl-5-methyl-4-imidazolyl)methylene]carbazic acid ethyl ester), C1(=CC=CC=C1)OC1=CC=CC=C1 (diphenyl ether). Yields the product C(C)(C)(C)C1=NC(=C2N1C(NN=C2)=O)C (6-tert-Butyl-8-methyl-imidazo[1,5-d]-as-triazin-4(3H)-one). Reaction SMILES: C([O:3][C:4](=O)[NH:5][N:6]=[CH:7][C:8]1[N:9]=[C:10]([C:14]([CH3:17])([CH3:16])[CH3:15])[NH:11][C:12]=1[CH3:13])C.C1(OC2C=CC=CC=2)C=CC=CC=1>>[C:14]([C:10]1[N:9]2[C:4](=[O:3])[NH:5][N:6]=[CH:7][C:8]2=[C:12]([CH3:13])[N:11]=1)([CH3:17])([CH3:16])[CH3:15]. Reported procedure: A mixture of 5.11 gm. of 3-[(2-tert-butyl-5-methyl-4-imidazolyl)methylene]carbazic acid ethyl ester and 50 ml. of diphenyl ether is reacted as described in Example 70 giving the desired product, m.p. 198°-200° C.